From a dataset of the Open Reaction Database (ORD), a public repository of structured organic reaction records. describe an organic reaction: reactants, conditions, products, and yield Reactants: CCCCC(C)(C)[C@@H](/C=C/[C@H]1[C@@H](CC(=O)[C@@H]1C/C=C\CCCC(=O)O)O)O (16,16-dimethyl PGE2), solution, C(Cl)(Cl)Cl.C(Cl)(Cl)Cl (chloroform CHCl3), methyl ester, polythene. Run in ethanol C2H5OH. Run at time 6 hour. The product is CCCCC(C)(C)[C@H](/C=C/[C@H]1[C@@H](CC(=O)[C@@H]1C/C=C\CCCC(=O)OC)O)O (16,16 dimethyl PGE2 methyl ester). As a reaction SMILES: [CH3:1][CH2:2][CH2:3][CH2:4][C:5]([C@H:8]([OH:27])/[CH:9]=[CH:10]/[C@@H:11]1[C@@H:16]([CH2:17]/[CH:18]=[CH:19]\[CH2:20][CH2:21][CH2:22][C:23]([OH:25])=[O:24])[C:14](=[O:15])[CH2:13][C@H:12]1[OH:26])([CH3:7])[CH3:6].[CH:28](Cl)(Cl)Cl.C(Cl)(Cl)Cl>>[CH3:1][CH2:2][CH2:3][CH2:4][C:5]([C@@H:8]([OH:27])/[CH:9]=[CH:10]/[C@@H:11]1[C@@H:16]([CH2:17]/[CH:18]=[CH:19]\[CH2:20][CH2:21][CH2:22][C:23]([O:25][CH3:28])=[O:24])[C:14](=[O:15])[CH2:13][C@H:12]1[OH:26])([CH3:7])[CH3:6] |f:1.2|. Procedure: 2 mg 3H labelled 16,16-dimethyl PGE2, methyl ester Ono 802 ex May and Baker is dissolved in 0.67 g ethanol C2H5OH, 0.67 g chloroform CHCl3 is added. A slice of the polymer 1 mm×11 mm×22 mm weighing 0.2678 g is added to the Ono solution in a polythene bag which is then sealed. After 6 hours swelling the bag is cut open and the swollen gel is weighed. Uptake 0.97 g solution i.e. 1.45 mg Ono. The sample is then dried and the in vitro release of Ono into phosphate buffer pH 7.4 at 37° is measured as... Starting materials: diethyl acetal, CC(C#C)(C)N(C(=O)NC=1SC(=NN1)C(F)(F)F)CCC=O (3-[1-(1,1-dimethylprop-2-ynyl)-3-(5-trifluoromethyl-1,3,4-thiadiazol-2-yl)ureido]propionaldehyde), Cl (hydrochloric acid). The solvent is O (water). Product: FC(C1=NN=C(S1)N1C(N(CCC1O)C(C#C)(C)C)=O)(F)F (tetrahydro-1-(5-trifluoromethyl-1,3,4-thiadiazol-2-yl)-3-(1,1-dimethylprop-2-ynyl)-6-hydroxy-2(1H)-pyrimidinone). As a reaction SMILES: [CH3:1][C:2]([N:6]([CH2:19][CH2:20][CH:21]=[O:22])[C:7]([NH:9][C:10]1[S:11][C:12]([C:15]([F:18])([F:17])[F:16])=[N:13][N:14]=1)=[O:8])([CH3:5])[C:3]#[CH:4].Cl>O>[F:16][C:15]([F:18])([F:17])[C:12]1[S:11][C:10]([N:9]2[CH:21]([OH:22])[CH2:20][CH2:19][N:6]([C:2]([CH3:1])([CH3:5])[C:3]#[CH:4])[C:7]2=[O:8])=[N:14][N:13]=1. Reported procedure: The diethyl acetal of 3-[1-(1,1-dimethylprop-2-ynyl)-3-(5-trifluoromethyl-1,3,4-thiadiazol-2-yl)ureido]propionaldehyde (15 grams), water (400 ml) and hydrochloric acid (4 ml) are charged into a glass reaction vessel equipped with a mechanical stirrer, thermometer and reflux condenser. The reaction mixture is heated at reflux for a period of about 15 minutes. The reaction mixture is then filtered while hot and the filtrate is cooled to form a precipitate. The precipitate is recovered by filtratio... As a reaction SMILES: [C:18](=[O:19])([OH:20])[O-:21].[CH3:23][CH2:24][O:25][C:26](=[O:27])[CH3:28].[Cl:6][c:7]1[c:8]([F:17])[cH:9][c:10]([N+:14]([O-:15])=[O:16])[c:11]([F:13])[cH:12]1.[Na+:22].[OH2:1].[OH2:2].[Sn:3]([Cl:4])[Cl:5]>>[Cl:6][c:7]1[c:8]([F:17])[cH:9][c:10]([NH2:14])[c:11]([F:13])[cH:12]1. The product is Nc1cc(F)c(Cl)cc1F. The reactants are O=C([O-])O, CCOC(C)=O, O=[N+]([O-])c1cc(F)c(Cl)cc1F, [Na+], O, O, Cl[Sn]Cl. The reactants are NC1=C(OC2=C(C(=O)O)C=C(C=C2)C(CC(C)(C)C)(C)C)C=CC(=C1)C(F)(F)F (2-(2-amino-4-trifluoromethyphenoxy)-5-(1,1,3,3-tetramethylbutyl)benzoic acid), FC(C=1C=C(C=C(C1)C(F)(F)F)N=C=O)(F)F (3,5-di(trifluoromethyl)phenyl isocyanate). The solvent is N1=CC=CC=C1 (pyridine). The product is FC(C=1C=C(C=C(C1)C(F)(F)F)NC(NC1=C(OC2=C(C(=O)O)C=C(C=C2)C(CC(C)(C)C)(C)C)C=CC(=C1)C(F)(F)F)=O)(F)F (2-[2-[3-[3,5-Bis (trifluoromethyl)phenyl]ureido]-4-trifluoromethylphenoxy]-5-(1,1,3,3tetramethylbutyl)benzoic acid). Reaction SMILES: [NH2:1][C:2]1[CH:25]=[C:24]([C:26]([F:29])([F:28])[F:27])[CH:23]=[CH:22][C:3]=1[O:4][C:5]1[CH:13]=[CH:12][C:11]([C:14]([CH3:21])([CH3:20])[CH2:15][C:16]([CH3:19])([CH3:18])[CH3:17])=[CH:10][C:6]=1[C:7]([OH:9])=[O:8].[F:30][C:31]([F:46])([F:45])[C:32]1[CH:33]=[C:34]([N:42]=[C:43]=[O:44])[CH:35]=[C:36]([C:38]([F:41])([F:40])[F:39])[CH:37]=1>N1C=CC=CC=1>[F:30][C:31]([F:45])([F:46])[C:32]1[CH:33]=[C:34]([NH:42][C:43](=[O:44])[NH:1][C:2]2[CH:25]=[C:24]([C:26]([F:27])([F:28])[F:29])[CH:23]=[CH:22][C:3]=2[O:4][C:5]2[CH:13]=[CH:12][C:11]([C:14]([CH3:21])([CH3:20])[CH2:15][C:16]([CH3:19])([CH3:18])[CH3:17])=[CH:10][C:6]=2[C:7]([OH:9])=[O:8])[CH:35]=[C:36]([C:38]([F:41])([F:39])[F:40])[CH:37]=1. Reported procedure: 2-(2-amino-4-trifluoromethyphenoxy)-5-(1,1,3,3-tetramethylbutyl)benzoic acid (140 mg, 0.0003 mol) and 3,5-di(trifluoromethyl)phenyl isocyanate (86 μl, 0.0005 mol) were mixed in pyridine (8 ml) at room temperature 16 h. The solvent was evaporated and the residue flash chromatographed (silica gel, ethyl acetate/hexane/formic acid) to yield the title compound; mp 233° C. Reactants: CCN1C(=O)N(CCO)c2nc(N[C@@H]3CCC[C@H]3O)n(Cc4ccc(OC)c(Br)c4)c2C1=O, CC1(C)OB(OC1(C)C)c2cnn(Cc3ccccc3)c2. The reagents and catalysts are CCN=P(N=P(N(C)C)(N(C)C)N(C)C)(N(C)C)N(C)C (P2-Et), CC(C)c1cc(C(C)C)c(-c2ccccc2[PH](C(C)(C)C)(C(C)(C)C)[Pd]2(OS(C)(=O)=O)Nc3ccccc3-c3ccccc32)c(C(C)C)c1 (tBuXphos G3). The solvent is CS(C)=O (DMSO), O (water), CS(C)=O (DMSO), CS(C)=O (DMSO), CS(C)=O (DMSO). Conditions: time 22 hour. Yields the product CCN1C(=O)N(CCO)c2nc(N[C@@H]3CCC[C@H]3O)n(Cc4ccc(OC)c(c4)c5cnn(Cc6ccccc6)c5)c2C1=O, CCN1C(=O)N(CCO)c2nc(N[C@@H]3CCC[C@H]3O)n(Cc4ccc(OC)c(Br)c4)c2C1=O, c1ccc(-c2ccccc2)cc1.